This data is from the Open Reaction Database (ORD), a public repository of structured organic reaction records. The task is: describe an organic reaction: reactants, conditions, products, and yield Starting materials: C1(=CC=CC=C1)C1C(NC2=CC=CC=C12)=O (3-Phenyloxindole), CC1=CC=C(C=C1)S(=O)(=O)Cl (4-methylbenzenesulfonyl chloride), C([O-])([O-])=O.[Na+].[Na+] (sodium carbonate), CC(=O)C (acetone), CC(=O)C (acetone). The solvent is O (water), O (water). Run at time 20 minute. Yields the product CC1=CC=C(C=C1)S(=O)(=O)OC=1NC2=CC=CC=C2C1C1=CC=CC=C1 (3-phenyl-1H-indol-2-yl 4-methylbenzenesulfonate). Yield: 33.5%. Reaction SMILES: [C:1]1([CH:7]2[C:15]3[C:10](=[CH:11][CH:12]=[CH:13][CH:14]=3)[NH:9][C:8]2=[O:16])[CH:6]=[CH:5][CH:4]=[CH:3][CH:2]=1.[CH3:17][C:18]1[CH:23]=[CH:22][C:21]([S:24](Cl)(=[O:26])=[O:25])=[CH:20][CH:19]=1.C(=O)([O-])[O-].[Na+].[Na+].CC(C)=O>O>[CH3:17][C:18]1[CH:23]=[CH:22][C:21]([S:24]([O:16][C:8]2[NH:9][C:10]3[C:15]([C:7]=2[C:1]2[CH:2]=[CH:3][CH:4]=[CH:5][CH:6]=2)=[CH:14][CH:13]=[CH:12][CH:11]=3)(=[O:26])=[O:25])=[CH:20][CH:19]=1 |f:2.3.4|. Procedure: 3-Phenyloxindole (1.15 g), 4-methylbenzenesulfonyl chloride (1.06 g) and sodium carbonate (0.41 g) are introduced as initial charge in 5.5 ml of water and 11 ml of acetone and heated to 80° C. with stirring in a preheated oil bath. After 20 minutes, 5 ml of acetone and 1 ml of water are then added and the mixture is heated for a further 30 minutes. The hot solution is filtered, and the solid is washed with 20 ml of water/acetone (1:1) and methanol and dried in vacuo. This gives 0.59 g of product... Reported procedure: 5.49 g of sodium/mercury amalgam were added over the course of 5 hours to a solution of 250 mg of 4-(4-aminophenyl)-6-chloro-2-diethylaminoquinoline in 2.5 ml of water and 16 ml of ethanol while stirring. The mixture was stirred overnight and decanted to remove the Hg precipitate, and the solvent was distilled under reduced pressure. The residue was mixed with water and extracted with ethyl acetate. The solid product as pale residue was dissolved in a little ethyl acetate, acidified with etherea... The reactants are sodium mercury amalgam, NC1=CC=C(C=C1)C1=CC(=NC2=CC=C(C=C12)Cl)N(CC)CC (4-(4-aminophenyl)-6-chloro-2-diethylaminoquinoline). As a reaction SMILES: [NH2:1][C:2]1[CH:7]=[CH:6][C:5]([C:8]2[C:17]3[C:12](=[CH:13][CH:14]=[C:15]([Cl:18])[CH:16]=3)[N:11]=[C:10]([N:19]([CH2:22][CH3:23])[CH2:20][CH3:21])[CH:9]=2)=[CH:4][CH:3]=1>O.C(O)C>[NH2:1][C:2]1[CH:7]=[CH:6][C:5]([CH:8]2[C:17]3[C:12](=[CH:13][CH:14]=[C:15]([Cl:18])[CH:16]=3)[N:11]=[C:10]([N:19]([CH2:22][CH3:23])[CH2:20][CH3:21])[CH2:9]2)=[CH:4][CH:3]=1. Solvent: O (water), C(C)O (ethanol). Yields the product NC1=CC=C(C=C1)C1CC(=NC2=CC=C(C=C12)Cl)N(CC)CC (4-(4-Aminophenyl)-6-chloro-2-diethylamino-3,4-dihydroquinoline). Reactants: C([O-])(O)=O.[Na+] (sodium bicarbonate), Cl (HCl), OCCN1CCNCC1 (4-(2-hydroxyethyl)piperazine), ClC1=CC=C(C=C1)C1=CC=C(O1)C=NN1C(N(C(C1)=O)CCCCl)=O (1-[[[5-(4-chlorophenyl)-2-furanyl]methylene]amino]-3-(3-chloropropyl)-2,4-imidazolidinedione). Solvent: CN(C=O)C (dimethylformamide), alcohol. The product is Cl.Cl.ClC1=CC=C(C=C1)C1=CC=C(O1)C=NN1C(N(C(C1)=O)CCCN1CCN(CC1)CCO)=O (1-[[[5-(4-Chlorophenyl)-2-furanyl]methylene]amino]-3-[3-[4-(2-hydroxyethyl)-1-piperazinyl]propyl]-2,4-imidazolidinedione dihydrochloride), alcohol. Isolated yield 95.0%. Reaction SMILES: [OH:1][CH2:2][CH2:3][N:4]1[CH2:9][CH2:8][NH:7][CH2:6][CH2:5]1.[Cl:10][C:11]1[CH:16]=[CH:15][C:14]([C:17]2[O:21][C:20]([CH:22]=[N:23][N:24]3[CH2:28][C:27](=[O:29])[N:26]([CH2:30][CH2:31][CH2:32]Cl)[C:25]3=[O:34])=[CH:19][CH:18]=2)=[CH:13][CH:12]=1.C(=O)(O)[O-].[Na+].[ClH:40]>CN(C)C=O>[ClH:10].[ClH:40].[Cl:10][C:11]1[CH:16]=[CH:15][C:14]([C:17]2[O:21][C:20]([CH:22]=[N:23][N:24]3[CH2:28][C:27](=[O:29])[N:26]([CH2:30][CH2:31][CH2:32][N:7]4[CH2:8][CH2:9][N:4]([CH2:3][CH2:2][OH:1])[CH2:5][CH2:6]4)[C:25]3=[O:34])=[CH:19][CH:18]=2)=[CH:13][CH:12]=1 |f:2.3,6.7.8|. Procedure: A stirred solution of 4-(2-hydroxyethyl)piperazine (3.83 g, 0.03 mole) in AR grade dimethylformamide (130 ml) is treated with 1-[[[5-(4-chlorophenyl)-2-furanyl]methylene]amino]-3-(3-chloropropyl)-2,4-imidazolidinedione (6.92 g, 0.015 mole). The reaction solution is heated at near reflux for 1.5 hours and then concentrated under reduced pressure to leave an oily residue. Said residue is treated with saturated sodium bicarbonate solution to give a yellow mixture. The mixture is filtered and washed...